From a dataset of the Open Reaction Database (ORD), a public repository of structured organic reaction records. describe an organic reaction: reactants, conditions, products, and yield Starting materials: C1(=CC=CC=C1)CC=O (Phenylacetaldehyde), COC(=O)[C@@H]1CNC[C@@H](C1)C(NCCC1=CN=CN1CC1=CC=C(C=C1)C#N)=O (cis-3-Methoxycarbonyl-5-[N-(1-(4-cyanobenzyl)-1H-imidazol-5-ylethyl)carbamoyl]piperidine), C(#N)[BH3-].[Na+] (sodium cyanoborohydride). Solvent: CO (MeOH). Run at time 8 hour. Product: C(CC1=CC=CC=C1)N1C[C@H](C[C@H](C1)C(NCCC1=CN=CN1CC1=CC=C(C=C1)C#N)=O)C(=O)OC (1-Phenethyl-cis-3-methoxycarbonyl-5-[N-(1-(4-cyanobenzyl)-1H-imidazol-5-ylethyl)carbamoyl]piperidine). RXN SMILES: [CH3:1][O:2][C:3]([C@H:5]1[CH2:10][C@@H:9]([C:11](=[O:29])[NH:12][CH2:13][CH2:14][C:15]2[N:19]([CH2:20][C:21]3[CH:26]=[CH:25][C:24]([C:27]#[N:28])=[CH:23][CH:22]=3)[CH:18]=[N:17][CH:16]=2)[CH2:8][NH:7][CH2:6]1)=[O:4].[C:30]1([CH2:36][CH:37]=O)[CH:35]=[CH:34][CH:33]=[CH:32][CH:31]=1.C([BH3-])#N.[Na+]>CO>[CH2:37]([N:7]1[CH2:8][C@H:9]([C:11](=[O:29])[NH:12][CH2:13][CH2:14][C:15]2[N:19]([CH2:20][C:21]3[CH:26]=[CH:25][C:24]([C:27]#[N:28])=[CH:23][CH:22]=3)[CH:18]=[N:17][CH:16]=2)[CH2:10][C@H:5]([C:3]([O:2][CH3:1])=[O:4])[CH2:6]1)[CH2:36][C:30]1[CH:35]=[CH:34][CH:33]=[CH:32][CH:31]=1 |f:2.3|. Reported procedure: cis-3-Methoxycarbonyl-5-[N-(1-(4-cyanobenzyl)-1H-imidazol-5-ylethyl)carbamoyl]piperidine (59.0 mg, 0.149 mmol) was dissolved in MeOH (2 mL). Phenylacetaldehyde (52.3 ul, 0.447 mmol) was added followed by sodium cyanoborohydride (28.1 mg, 0.447 mmol). The solution was stirred overnight at ambient temperature. The MeOH was removed under reduced pressure and chromatography (silica gel, 1-2% MeOH/CH2Cl2 /NH4OH) gave the title compound as a white solid. 1H NMR (CDCl3); δ7.62 (d, 2H, J=8 Hz), 7.50 (s,... Starting materials: NC1=NC=C(C(=C1[N+](=O)[O-])N1CCN(CC1)CC(=O)NC=1SC=CN1)Br (2-(4-(2-amino-5-bromo-3-nitropyridin-4-yl)piperazin-1-yl)-N-(thiazol-2-yl)acetamide), C(C)N1CCNCC1 (1-ethylpiperazine), ClC1=C(C(=NC=C1Cl)N)[N+](=O)[O-] (4,5-dichloro-3-nitropyridin-2-amine), CCN(C(C)C)C(C)C (DIPEA). Solvent: CC(C)O (iPrOH). Yields the product ClC=1C(=C(C(=NC1)N)[N+](=O)[O-])N1CCN(CC1)CC (5-Chloro-4-(4-ethylpiperazin-1-yl)-3-nitropyridin-2-amine). The yield is 31.0%. As a reaction SMILES: [NH2:1][C:2]1[C:7]([N+:8]([O-:10])=[O:9])=[C:6]([N:11]2[CH2:16][CH2:15][N:14]([CH2:17][C:18](NC3SC=CN=3)=O)[CH2:13][CH2:12]2)[C:5](Br)=[CH:4][N:3]=1.[Cl:27]C1C(Cl)=CN=C(N)C=1[N+]([O-])=O.CCN(C(C)C)C(C)C.C(N1CCNCC1)C>CC(O)C>[Cl:27][C:5]1[C:6]([N:11]2[CH2:16][CH2:15][N:14]([CH2:17][CH3:18])[CH2:13][CH2:12]2)=[C:7]([N+:8]([O-:10])=[O:9])[C:2]([NH2:1])=[N:3][CH:4]=1. Reported procedure: This was prepared using the same procedure as for 2-(4-(2-amino-5-bromo-3-nitropyridin-4-yl)piperazin-1-yl)-N-(thiazol-2-yl)acetamide, but here using 4,5-dichloro-3-nitropyridin-2-amine (75 mg, 0.36 mmol), iPrOH (2 mL), DIPEA (3.5 eq, 1.26 mmol, 0.22 mL) and 1-ethylpiperazine (1.2 eq, 0.43 mmol, 0.05 mL). Concentration in vacuo and purification by preparative tlc (CH2Cl2-MeOH, 95:5) gave the product (32 mg, 31%) as a yellow solid;